describe an organic reaction: reactants, conditions, products, and yield From a dataset of the Open Reaction Database (ORD), a public repository of structured organic reaction records. The reactants are O (Water), [OH-].[Li+] (lithium hydroxide), C(C)(C)(C)OC(=O)N[C@@H]1CN(CCC1)C1=C2C(=NC=C1C(=O)OCC)N(N=C2)CC2=CC=C(C=C2)OC (ethyl 4-{(3S)-3-[(tert-butoxycarbonyl)amino]piperidin-1-yl}-1-(4-methoxybenzyl)-1H-pyrazolo[3,4-b]pyridine-5-carboxylate). Run in CO (MeOH), C1CCOC1 (THF). Reaction conditions: temperature 50 celsius, time 2 hour. Yields the product C(C)(C)(C)OC(=O)N[C@@H]1CN(CCC1)C1=C2C(=NC=C1C(=O)O)N(N=C2)CC2=CC=C(C=C2)OC (4-{(3S)-3-[(tert-Butoxycarbonyl)amino]piperidin-1-yl}-1-(4-methoxybenzyl)-1H-pyrazolo[3,4-b]pyridine-5-carboxylic acid). As a reaction SMILES: O.[OH-].[Li+].[C:4]([O:8][C:9]([NH:11][C@H:12]1[CH2:17][CH2:16][CH2:15][N:14]([C:18]2[C:23]([C:24]([O:26]CC)=[O:25])=[CH:22][N:21]=[C:20]3[N:29]([CH2:32][C:33]4[CH:38]=[CH:37][C:36]([O:39][CH3:40])=[CH:35][CH:34]=4)[N:30]=[CH:31][C:19]=23)[CH2:13]1)=[O:10])([CH3:7])([CH3:6])[CH3:5]>CO.C1COCC1>[C:4]([O:8][C:9]([NH:11][C@H:12]1[CH2:17][CH2:16][CH2:15][N:14]([C:18]2[C:23]([C:24]([OH:26])=[O:25])=[CH:22][N:21]=[C:20]3[N:29]([CH2:32][C:33]4[CH:38]=[CH:37][C:36]([O:39][CH3:40])=[CH:35][CH:34]=4)[N:30]=[CH:31][C:19]=23)[CH2:13]1)=[O:10])([CH3:7])([CH3:6])[CH3:5] |f:1.2|. Procedure: Water (5 mL) and lithium hydroxide (1.5 g, 63 mmol) were added to a solution of ethyl 4-{(3S)-3-[(tert-butoxycarbonyl)amino]piperidin-1-yl}-1-(4-methoxybenzyl)-1H-pyrazolo[3,4-b]pyridine-5-carboxylate (1.9 g, 3.7 mmol) in MeOH (5 mL) and THF (5 mL). The mixture heated at 50° C. with stirring for 2 h. The mixture was allowed to cool to room and concentrated under reduced pressure. The residue was neutralized with 2N HCl and extracted twice with EtOAc. The organic extract was dried with Na2SO4 and...